This data is from the Open Reaction Database (ORD), a public repository of structured organic reaction records. The task is: describe an organic reaction: reactants, conditions, products, and yield Starting materials: C(C)(C)(C)OC(=O)N(C1CCC(CC1)OC=1N=CN=C2SC=3CC[C@@H](C3C12)COCC(=O)O)C (2-[[(3S)-12-[(4-[[(tert-butoxy)carbonyl](methyl)amino]cyclohexyl)oxy]-7-thia-9,11-diazatricyclo[6.4.0.0[2,6]]dodeca-1(12),2(6),8,10-tetraen-3-yl]methoxy]acetic acid), C=1C=CC2=C(C1)N=NN2O (HOBT), CCN=C=NCCCN(C)C (EDCI), [NH4+].[Cl-] (NH4Cl). Reagents/catalysts: CN(C1=CC=NC=C1)C (4-dimethylaminopyridine). Solvent: CN(C)C=O (DMF). Reaction conditions: time 14 hour. The product is C(N)(=O)COC[C@@H]1C=2C3=C(N=CN=C3SC2CC1)OC1CCC(CC1)N(C(OC(C)(C)C)=O)C (tert-butyl N-(4-[[(3S)-3-[(carbamoylmethoxy)methyl]-7-thia-9,11-diazatricyclo[6.4.0.0[2,6]]dodeca-1(12),2(6),8,10-tetraen-12-yl]oxy]cyclohexyl)-N-methylcarbamate). The yield is 63.7%. Reaction SMILES: [C:1]([O:5][C:6]([N:8]([CH3:34])[CH:9]1[CH2:14][CH2:13][CH:12]([O:15][C:16]2[N:17]=[CH:18][N:19]=[C:20]3[C:27]=2[C:26]2[C@@H:25]([CH2:28][O:29][CH2:30][C:31](O)=[O:32])[CH2:24][CH2:23][C:22]=2[S:21]3)[CH2:11][CH2:10]1)=[O:7])([CH3:4])([CH3:3])[CH3:2].C1C=CC2N(O)N=[N:41]C=2C=1.CCN=C=NCCCN(C)C.[NH4+].[Cl-]>CN(C)C1C=CN=CC=1.CN(C=O)C>[C:31]([CH2:30][O:29][CH2:28][C@H:25]1[CH2:24][CH2:23][C:22]2[S:21][C:20]3[C:27](=[C:16]([O:15][CH:12]4[CH2:11][CH2:10][CH:9]([N:8]([CH3:34])[C:6](=[O:7])[O:5][C:1]([CH3:3])([CH3:4])[CH3:2])[CH2:14][CH2:13]4)[N:17]=[CH:18][N:19]=3)[C:26]1=2)(=[O:32])[NH2:41] |f:3.4|. Procedure: To a 50-mL round-bottom flask purged and maintained with an inert atmosphere of nitrogen was added a solution of 2-[[(3S)-12-[(4-[[(tert-butoxy)carbonyl](methyl)amino]cyclohexyl)oxy]-7-thia-9,11-diazatricyclo[6.4.0.0[2,6]]dodeca-1(12),2(6),8,10-tetraen-3-yl]methoxy]acetic acid (120 mg, 0.24 mmol, 1.00 equiv), HOBT (49 mg, 0.36 mmol, 1.49 equiv), EDCI (70 mg, 0.37 mmol, 1.50 equiv), 4-dimethylaminopyridine (44 mg, 0.36 mmol, 1.48 equiv) and NH4Cl (76 mg, 1.42 mmol, 5.82 equiv) in distilled DMF (5... Starting materials: CCOC(=O)C1CN(C(=O)c2ccccc2)CCC1=O, C=CCBr, CC(C)(C)O. The product is C=CCC1(C(=O)OCC)CN(C(=O)c2ccccc2)CCC1=O. RXN SMILES: [CH2:1]([CH3:2])[O:3][C:4](=[O:5])[CH:6]1[CH2:7][N:8]([C:13]([c:14]2[cH:15][cH:16][cH:17][cH:18][cH:19]2)=[O:20])[CH2:9][CH2:10][C:11]1=[O:12].[CH2:21]([CH:22]=[CH2:23])[Br:24].[CH3:25][C:26]([OH:27])([CH3:28])[CH3:29]>>[CH2:1]([CH3:2])[O:3][C:4](=[O:5])[C:6]1([CH2:23][CH:22]=[CH2:21])[CH2:7][N:8]([C:13]([c:14]2[cH:15][cH:16][cH:17][cH:18][cH:19]2)=[O:20])[CH2:9][CH2:10][C:11]1=[O:12]. The reactants are Cl (hydrochloric acid), FC1=CC=2C(C3=CC4=CC=CC=C4C=C3C(C2C=C1F)=O)=O (2,3-difluoro-naphthacene-5,12-dione), C(=O)([O-])[O-].[K+].[K+] (K2CO3), CO (methanol). Run in CS(=O)C (DMSO). Yields the product COC1=CC=2C(C3=CC4=CC=CC=C4C=C3C(C2C=C1OC)=O)=O (2,3-Dimethoxy-naphthacene-5,12-dione). Reaction SMILES: F[C:2]1[C:19](F)=[CH:18][C:17]2[C:16](=[O:21])[C:15]3[C:6](=[CH:7][C:8]4[C:13]([CH:14]=3)=[CH:12][CH:11]=[CH:10][CH:9]=4)[C:5](=[O:22])[C:4]=2[CH:3]=1.[C:23]([O-:26])([O-])=O.[K+].[K+].[CH3:29][OH:30].Cl>CS(C)=O>[CH3:29][O:30][C:2]1[C:19]([O:26][CH3:23])=[CH:18][C:17]2[C:16](=[O:21])[C:15]3[C:6](=[CH:7][C:8]4[C:13]([CH:14]=3)=[CH:12][CH:11]=[CH:10][CH:9]=4)[C:5](=[O:22])[C:4]=2[CH:3]=1 |f:1.2.3|. Procedure details: 1 g (3.4 mmol) of 2,3-difluoro-naphthacene-5,12-dione, 0.94 g (6.8 mmol) of K2CO3, 2.18 g of methanol and 20 ml of DMSO are stirred at 110° C. for 22 hours. The mixture is poured onto dilute hydrochloric acid. The product is filtered off, washed four times with water, dried and recrystallized from CH2Cl2 /pentane; yield 0.72 g (67%); melting point >250° C. Reactants: BrC=1C=CC=2C3=C(C(=NC2C1)N)N=C(N3CC(C)C)CCOC (7-Bromo-2-(2-methoxyethyl)-1-(2-methylpropyl)-1H-imidazo[4,5-c]quinolin-4-amine), [Si](C)(C)(C(C)(C)C)OCC=1C=C(C=NC1)B(O)O (5-(tert-butyldimethylsilanyloxymethyl)pyridine-3-boronic acid). Product: NC1=NC=2C=C(C=CC2C2=C1N=C(N2CC(C)C)CCOC)C=2C=C(C=NC2)CO ({5-[4-amino-2-(2-methoxyethyl)-1-(2-methylpropyl)-1H-imidazo[4,5-c]quinolin-7-yl]pyridin-3-yl}methanol). RXN SMILES: Br[C:2]1[CH:3]=[CH:4][C:5]2[C:6]3[N:15]([CH2:16][CH:17]([CH3:19])[CH3:18])[C:14]([CH2:20][CH2:21][O:22][CH3:23])=[N:13][C:7]=3[C:8]([NH2:12])=[N:9][C:10]=2[CH:11]=1.[Si]([O:31][CH2:32][C:33]1[CH:34]=[C:35](B(O)O)[CH:36]=[N:37][CH:38]=1)(C(C)(C)C)(C)C>>[NH2:12][C:8]1[C:7]2[N:13]=[C:14]([CH2:20][CH2:21][O:22][CH3:23])[N:15]([CH2:16][CH:17]([CH3:19])[CH3:18])[C:6]=2[C:5]2[CH:4]=[CH:3][C:2]([C:35]3[CH:34]=[C:33]([CH2:32][OH:31])[CH:38]=[N:37][CH:36]=3)=[CH:11][C:10]=2[N:9]=1. Procedure: 7-Bromo-2-(2-methoxyethyl)-1-(2-methylpropyl)-1H-imidazo[4,5-c]quinolin-4-amine was coupled with 5-(tert-butyldimethylsilanyloxymethyl)pyridine-3-boronic acid according to the method described in Examples 118–121. The reaction was heated at reflux for 2.25 hours, and the work-up procedure described in Part F of Examples 125–131 was followed. The crude product was purified and deprotected according to the procedure described in Example 144. The resulting solid was purified by HPFC (eluting with c...